describe an organic reaction: reactants, conditions, products, and yield From a dataset of the Open Reaction Database (ORD), a public repository of structured organic reaction records. The reactants are CC(=O)O, CCOC(=O)c1cc2oc3ccc(CC)cc3c(=O)c2nc1NC, [Na+], [OH-], O=S(=O)(O)O. Product: CCc1ccc2oc3cc(C(=O)O)c(NC)nc3c(=O)c2c1. Reaction SMILES: [C:27]([OH:28])(=[O:29])[CH3:30].[CH2:1]([CH3:2])[c:3]1[cH:4][cH:5][c:6]2[o:7][c:8]3[cH:9][c:10]([C:20](=[O:21])[O:22][CH2:23][CH3:24])[c:11]([NH:18][CH3:19])[n:12][c:13]3[c:14](=[O:17])[c:15]2[cH:16]1.[Na+:26].[OH-:25].[S:31](=[O:32])(=[O:33])([OH:34])[OH:35]>>[CH2:1]([CH3:2])[c:3]1[cH:4][cH:5][c:6]2[o:7][c:8]3[cH:9][c:10]([C:20](=[O:21])[OH:22])[c:11]([NH:18][CH3:19])[n:12][c:13]3[c:14](=[O:17])[c:15]2[cH:16]1. The reactants are ClC1=NC=CC(=C1[N+](=O)[O-])C (2-chloro-4-methyl-3-nitropyridine), C(C1=CC=CC=C1)NCC1=CC=CC=C1 (dibenzylamine), C([O-])([O-])=O.[Na+].[Na+] (sodium carbonate). Solvent: O1CCCC1 (tetrahydrofuran), ClCCl (dichloromethane), O (water). Product: C(C1=CC=CC=C1)N(C1=NC=CC(=C1[N+](=O)[O-])C)CC1=CC=CC=C1 (2-(dibenzylamino)-4-methyl-3-nitropyridine). Isolated yield 74.8%. RXN SMILES: Cl[C:2]1[C:7]([N+:8]([O-:10])=[O:9])=[C:6]([CH3:11])[CH:5]=[CH:4][N:3]=1.[CH2:12]([NH:19][CH2:20][C:21]1[CH:26]=[CH:25][CH:24]=[CH:23][CH:22]=1)[C:13]1[CH:18]=[CH:17][CH:16]=[CH:15][CH:14]=1.C(=O)([O-])[O-].[Na+].[Na+]>O1CCCC1.ClCCl.O>[CH2:20]([N:19]([CH2:12][C:13]1[CH:18]=[CH:17][CH:16]=[CH:15][CH:14]=1)[C:2]1[C:7]([N+:8]([O-:10])=[O:9])=[C:6]([CH3:11])[CH:5]=[CH:4][N:3]=1)[C:21]1[CH:26]=[CH:25][CH:24]=[CH:23][CH:22]=1 |f:2.3.4|. Reported procedure: To a stirred solution of 2-chloro-4-methyl-3-nitropyridine (1.06 g, 6.14 mmol) in tetrahydrofuran (12 mL) under an atmosphere of nitrogen were added dibenzylamine (2.4 mL, 13 mmol) and sodium carbonate (684 mg, 6.45 mmol). The mixture was warmed to reflux for 48 h and cooled to room temperature. The mixture was diluted with dichloromethane (100 mL) and water (100 mL), and the layers were separated. The aqueous layer was extracted with dichloromethane (2×50 mL). The combined organic extracts were... Reactants: COC1=CC=C(CN(C2=NC=C(C=N2)C=2C3=C(N=C(N2)N2CCOCC2)N(CC3)C3=CC=C(C=C3)CCC(=O)O)CC3=CC=C(C=C3)OC)C=C1 (3-[4-(4-{2-[bis-(4-methoxy-benzyl)-amino]-pyrimidin-5-yl}-2-morpholin-4-yl-5,6-dihydro-pyrrolo[2,3-d]pyrimidin-7-yl)-phenyl]-propionic acid), C(C)(C)(C)OC(=O)N1CCNCC1 (piperazine-1-carboxylic acid tert-butyl ester), 1-D-19, 3-[4-(4-{2-[bis-(4-methoxy-benzyl)-amino]-pyrimidin-5-yl}-2-morpholin-4-yl-5,6-dihydro-pyrrolo[2,3-d]pyrimidin-7-yl)-phenyl]-1-(4-tert-butyl-piperazin-1-yl)-propan-1-one. The product is NC1=NC=C(C=N1)C=1C2=C(N=C(N1)N1CCOCC1)N(CC2)C2=CC=C(C=C2)CCC(=O)N2CCNCC2 (3-{4-[4-(2-Amino-pyrimidin-5-yl)-2-morpholin-4-yl-5,6-dihydro-pyrrolo[2,3-d]pyrimidin-7-yl]-phenyl}-1-piperazin-1-yl-propan-1-one). Isolated yield 30.6%. As a reaction SMILES: COC1C=CC(C[N:8](CC2C=CC(OC)=CC=2)[C:9]2[N:14]=[CH:13][C:12]([C:15]3[C:16]4[CH2:29][CH2:28][N:27]([C:30]5[CH:35]=[CH:34][C:33]([CH2:36][CH2:37]C(O)=O)=[CH:32][CH:31]=5)[C:17]=4[N:18]=[C:19]([N:21]4[CH2:26][CH2:25][O:24][CH2:23][CH2:22]4)[N:20]=3)=[CH:11][N:10]=2)=CC=1.C(O[C:57]([N:59]1[CH2:64][CH2:63][NH:62][CH2:61][CH2:60]1)=[O:58])(C)(C)C>>[NH2:8][C:9]1[N:14]=[CH:13][C:12]([C:15]2[C:16]3[CH2:29][CH2:28][N:27]([C:30]4[CH:35]=[CH:34][C:33]([CH2:36][CH2:37][C:57]([N:59]5[CH2:60][CH2:61][NH:62][CH2:63][CH2:64]5)=[O:58])=[CH:32][CH:31]=4)[C:17]=3[N:18]=[C:19]([N:21]3[CH2:26][CH2:25][O:24][CH2:23][CH2:22]3)[N:20]=2)=[CH:11][N:10]=1. Procedure: Using 3-[4-(4-{2-[bis-(4-methoxy-benzyl)-amino]-pyrimidin-5-yl}-2-morpholin-4-yl-5,6-dihydro-pyrrolo[2,3-d]pyrimidin-7-yl)-phenyl]-propionic acid (61 mg) and piperazine-1-carboxylic acid tert-butyl ester (20 mg) instead of 3-(aminomethyl)pyridine, in the same manner as Step B in Example 1-D-19, 3-[4-(4-{2-[bis-(4-methoxy-benzyl)-amino]-pyrimidin-5-yl}-2-morpholin-4-yl-5,6-dihydro-pyrrolo[2,3-d]pyrimidin-7-yl)-phenyl]-1-(4-tert-butyl-piperazin-1-yl)-propan-1-one was obtained, and further PMB grou... The reactants are Cc1nc(N)ccc1[N+](=O)[O-], Cc1ccc([N+](=O)[O-])c(N)n1, O=[N+]([O-])O, O=S(=O)(O)O. The product is Cc1nc(N)c([N+](=O)[O-])cc1[N+](=O)[O-]. RXN SMILES: [NH2:12][c:13]1[cH:14][cH:15][c:16]([N+:19](=[O:20])[O-:21])[c:17]([CH3:18])[n:22]1.[NH2:1][c:2]1[n:3][c:4]([CH3:11])[cH:5][cH:6][c:7]1[N+:8](=[O:9])[O-:10].[OH:23][N+:24](=[O:25])[O-:26].[S:27](=[O:28])(=[O:29])([OH:30])[OH:31]>>[NH2:1][c:2]1[n:3][c:4]([CH3:11])[c:5]([N+:19](=[O:20])[O-:21])[cH:6][c:7]1[N+:8](=[O:9])[O-:10].